describe an organic reaction: reactants, conditions, products, and yield From a dataset of the Open Reaction Database (ORD), a public repository of structured organic reaction records. The reactants are S([O-])(O)=O.[Na+] (sodium bisulfite), FC1=C(C=CC=C1)O (2-fluorophenol), O (water), BrBr (bromine). The solvent is C(Cl)Cl (methylene chloride). Run at time 2 hour. The product is FC1=C(C=CC(=C1)Br)O (2-fluoro-4-bromophenol). The yield is 90.3%. Reaction SMILES: [F:1][C:2]1[CH:7]=[CH:6][CH:5]=[CH:4][C:3]=1[OH:8].[Br:9]Br.O.S(=O)(O)[O-].[Na+]>C(Cl)Cl>[F:1][C:2]1[CH:7]=[C:6]([Br:9])[CH:5]=[CH:4][C:3]=1[OH:8] |f:3.4|. Reported procedure: To a stirred solution of 2-fluorophenol (22.4 g, 0.2 mole) in methylene chloride (250 ml) which was cooled to ~3° C. in an ice bath, was added, all at once, bromine (31.97 g, 0.2 mole). The resulting solution was stirred at ice bath temperature for two hours and then at room temperature for 1 hour. The mixture was poured into water (600 ml) containing excess sodium bisulfite. The organic phase was separated and the aqueous phase was washed with additional methylene chloride (200 ml). The combine... Reactants: FC1=C(C(=CC=C1)F)N1C(NCC2=C1N=C(N=C2C=2C=C(C(=O)NCC1=CC=CC=C1)C=CC2C)S(=O)(=O)C)=O (3-[8-(2,6-difluorophenyl)-2-(methylsulfonyl)-7-oxo-5,6,7,8-tetrahydropyrimido[4,5-d]pyrimidin-4-yl]-4-methyl-N-(phenylmethyl)benzamide), C(C)(C)NCCN (N-isopropylethylenediamine). Solvent: CCOC(=O)C (EtOAc), C1CCOC1 (THF). Reaction conditions: time 3 hour. Yields the product [NH4+].[OH-] (NH4OH), FC1=C(C(=CC=C1)F)N1C(NCC2=C1N=C(N=C2C=2C=C(C(=O)NCC1=CC=CC=C1)C=CC2C)NCCNC(C)C)=O (3-[8-(2,6-Difluorophenyl)-2-({2-[(1-methylethyl)amino]ethyl}amino)-7-oxo-5,6,7,8-tetrahydropyrimido[4,5-d]pyrimidin-4-yl]-4-methyl-N-(phenylmethyl)benzamide). Reaction SMILES: [F:1][C:2]1[CH:7]=[CH:6][CH:5]=[C:4]([F:8])[C:3]=1[N:9]1[C:14]2[N:15]=[C:16](S(C)(=O)=O)[N:17]=[C:18]([C:19]3[CH:20]=[C:21]([CH:32]=[CH:33][C:34]=3[CH3:35])[C:22]([NH:24][CH2:25][C:26]3[CH:31]=[CH:30][CH:29]=[CH:28][CH:27]=3)=[O:23])[C:13]=2[CH2:12][NH:11][C:10]1=[O:40].[CH:41]([NH:44][CH2:45][CH2:46][NH2:47])([CH3:43])[CH3:42]>C1COCC1.CCOC(C)=O>[NH4+:9].[OH-:23].[F:1][C:2]1[CH:7]=[CH:6][CH:5]=[C:4]([F:8])[C:3]=1[N:9]1[C:14]2[N:15]=[C:16]([NH:47][CH2:46][CH2:45][NH:44][CH:41]([CH3:43])[CH3:42])[N:17]=[C:18]([C:19]3[CH:20]=[C:21]([CH:32]=[CH:33][C:34]=3[CH3:35])[C:22]([NH:24][CH2:25][C:26]3[CH:31]=[CH:30][CH:29]=[CH:28][CH:27]=3)=[O:23])[C:13]=2[CH2:12][NH:11][C:10]1=[O:40] |f:4.5|. Procedure details: The compound 3-[8-(2,6-difluorophenyl)-2-(methylsulfonyl)-7-oxo-5,6,7,8-tetrahydropyrimido[4,5-d]pyrimidin-4-yl]-4-methyl-N-(phenylmethyl)benzamide, (0.060 g, 0.106 mmol) was dissolved in THF (5 mL) and N-isopropylethylenediamine (0.1 g, 0.98 mmol) was added. The mixture was stirred under argon at room temperature for 3 h. The solvents were pumped off in vacuo. The residue was taken up in EtOAc washed with 1M NaOH (1×), brine (1×), dried over anhydrous Na2SO4, filtered and evaporated The residue...